describe an organic reaction: reactants, conditions, products, and yield From a dataset of the Open Reaction Database (ORD), a public repository of structured organic reaction records. Reactants: C(C)(C)(C)OC(=O)N[C@@H](C(=O)O)C1=CC=C(C=C1)OC(CO)CO ((R)-tert-butoxycarbonylamino-[4-(2-hydroxy-1-hydroxymethyl-ethoxy)-phenyl]-acetic acid), C1(CC1)C[C@@H]1C(N(C(N1)=O)[C@@H]([C@@H](C)C1=CC=CC=C1)C=1NC(=C(N1)C)C1=C(C=C(C=C1)I)F)=O ((R)-5-Cyclopropylmethyl-3-{(1S,2S)-1-[5-(2-fluoro-4-iodo-phenyl)-4-methyl-1H-imidazol-2-yl]-2-phenyl-propyl}-imidazolidine-2,4-dione), N[C@@H](C(=O)N[C@@H]([C@@H](C)C1=CC=CC=C1)C=1NC(=C(N1)Cl)C1=C(C=C(C=C1)I)F)C1=CC=C(C=C1)OC(CO)CO ((R)-2-amino-N-{(1S,2S)-1-[4-chloro-5-(2-fluoro-4-iodo-phenyl)-1H-imidazol-2-yl]-2-phenyl-propyl}-2-[4-(2-hydroxy-1-hydroxymethyl-ethoxy)-phenyl]-acetamide). Product: ClC=1N=C(NC1C1=C(C=C(C=C1)I)F)[C@H]([C@@H](C)C1=CC=CC=C1)N1C(N[C@@H](C1=O)C1=CC=C(C=C1)OC(CO)CO)=O ((R)-3-{(1S,2S)-1-[4-Chloro-5-(2-fluoro-4-iodo-phenyl)-1H-imidazol-2-yl]-2-phenyl-propyl}-5-[4-(2-hydroxy-1-hydroxymethyl-ethoxy)-phenyl]-imidazolidine-2,4-dione). RXN SMILES: C(O[C:6]([NH:8][C@H:9]([C:13]1[CH:18]=[CH:17][C:16]([O:19][CH:20]([CH2:23][OH:24])[CH2:21][OH:22])=[CH:15][CH:14]=1)[C:10]([OH:12])=O)=[O:7])(C)(C)C.C1(C[C@H]2NC(=O)N([C@H](C3NC(C4C=CC(I)=CC=4F)=C(C)N=3)[C@H](C3C=CC=CC=3)C)C2=O)CC1.N[C@H](C1C=CC(OC(CO)CO)=CC=1)C([NH:63][C@H:64]([C:73]1[NH:74][C:75]([C:79]2[CH:84]=[CH:83][C:82]([I:85])=[CH:81][C:80]=2[F:86])=[C:76]([Cl:78])[N:77]=1)[C@H:65]([C:67]1[CH:72]=[CH:71][CH:70]=[CH:69][CH:68]=1)[CH3:66])=O>>[Cl:78][C:76]1[N:77]=[C:73]([C@@H:64]([N:63]2[C:10](=[O:12])[C@@H:9]([C:13]3[CH:14]=[CH:15][C:16]([O:19][CH:20]([CH2:21][OH:22])[CH2:23][OH:24])=[CH:17][CH:18]=3)[NH:8][C:6]2=[O:7])[C@H:65]([C:67]2[CH:68]=[CH:69][CH:70]=[CH:71][CH:72]=2)[CH3:66])[NH:74][C:75]=1[C:79]1[CH:84]=[CH:83][C:82]([I:85])=[CH:81][C:80]=1[F:86]. Procedure details: Prepared by the same method as described in example 1 except that (i) (R)-tert-butoxycarbonylamino-[4-(2-hydroxy-1-hydroxymethyl-ethoxy)-phenyl]-acetic acid (prepared as described in steps 57-V, 57-W and 57-X) was used in place of (R)-tert-butoxycarbonylamino-[4-(2-tert-butoxy-ethoxy)-phenyl]-acetic acid in step 75-G and (ii) cyclization of (R)-2-amino-N-{(1S,2S)-1-[4-chloro-5-(2-fluoro-4-iodo-phenyl)-1H-imidazol-2-yl]-2-phenyl-propyl}-2-[4-(2-hydroxy-1-hydroxymethyl-ethoxy)-phenyl]-acetamide in... Reactants: CCOC(=O)c1cc2c(cn1)[nH]c1cccc(CO)c12, ClCCl. Yields the product CCOC(=O)c1cc2c(cn1)[nH]c1cccc(C=O)c12. Reaction SMILES: [CH2:1]([CH3:2])[O:3][C:4](=[O:5])[c:6]1[n:7][cH:8][c:9]2[nH:10][c:11]3[cH:12][cH:13][cH:14][c:15]([CH2:19][OH:20])[c:16]3[c:17]2[cH:18]1.[Cl:21][CH2:22][Cl:23]>>[CH2:1]([CH3:2])[O:3][C:4](=[O:5])[c:6]1[n:7][cH:8][c:9]2[nH:10][c:11]3[cH:12][cH:13][cH:14][c:15]([CH:19]=[O:20])[c:16]3[c:17]2[cH:18]1. Starting materials: CC(C)(C)OC(=O)Cn1nc(-c2ncc[nH]2)c2cccnc21, O=C(O)C(F)(F)F. The product is O=C(O)Cn1nc(-c2ncc[nH]2)c2cccnc21. Reaction SMILES: [C:1]([CH3:2])([CH3:3])([CH3:4])[O:5][C:6]([CH2:7][n:8]1[n:9][c:10](-[c:17]2[nH:18][cH:19][cH:20][n:21]2)[c:11]2[c:12]1[n:13][cH:14][cH:15][cH:16]2)=[O:22].[OH:23][C:24]([C:25]([F:26])([F:27])[F:28])=[O:29]>>[O:5]=[C:6]([CH2:7][n:8]1[n:9][c:10](-[c:17]2[n:18][cH:19][cH:20][nH:21]2)[c:11]2[c:12]1[n:13][cH:14][cH:15][cH:16]2)[OH:22]. Starting materials: ClC1=NC=CC2=CC(=C(C=C12)OCC)OCC (1-chloro-6,7-diethoxyisoquinoline), N1(CCCCC1)C(=O)N1CCNCC1 (1-(piperidinocarbonyl)piperazine). Yields the product N1(CCCCC1)C(=O)N1CCN(CC1)C1=NC=CC2=CC(=C(C=C12)OCC)OCC (1-(4-piperidinocarbonyl-1-piperazinyl)-6,7-diethoxyisoquinoline). RXN SMILES: Cl[C:2]1[C:11]2[C:6](=[CH:7][C:8]([O:15][CH2:16][CH3:17])=[C:9]([O:12][CH2:13][CH3:14])[CH:10]=2)[CH:5]=[CH:4][N:3]=1.[N:18]1([C:24]([N:26]2[CH2:31][CH2:30][NH:29][CH2:28][CH2:27]2)=[O:25])[CH2:23][CH2:22][CH2:21][CH2:20][CH2:19]1>>[N:18]1([C:24]([N:26]2[CH2:27][CH2:28][N:29]([C:2]3[C:11]4[C:6](=[CH:7][C:8]([O:15][CH2:16][CH3:17])=[C:9]([O:12][CH2:13][CH3:14])[CH:10]=4)[CH:5]=[CH:4][N:3]=3)[CH2:30][CH2:31]2)=[O:25])[CH2:19][CH2:20][CH2:21][CH2:22][CH2:23]1. Reported procedure: In like manner, 1-chloro-6,7-diethoxyisoquinoline and 1-(piperidinocarbonyl)piperazine react to afford 1-(4-piperidinocarbonyl-1-piperazinyl)-6,7-diethoxyisoquinoline, while 4-chloro-6,7-dimethoxyquinazoline and 1-(piperidinocarbonyl)piperazine react to afford 4-(4-piperidinocarbonyl-1-piperazinyl)-6,7-dimethoxyquinazoline respectively. The latter compound is, of course, identical in every respect with the product of Example V.